Dataset: the Open Reaction Database (ORD), a public repository of structured organic reaction records. Task: describe an organic reaction: reactants, conditions, products, and yield Reagents/catalysts: CN(C)C=1C=CN=CC1 (DMAP). The product is ClC1=CC=NC2=C(C=CC=C12)NS(=O)(=O)C1=C(C=CC=C1)[N+](=O)[O-] (N-(4-Chloro-quinolin-8-yl)-2-nitro-benzenesulfonamide). The solvent is C(Cl)Cl (DCM). As a reaction SMILES: [Cl:1][C:2]1[C:11]2[C:6](=[C:7]([NH2:12])[CH:8]=[CH:9][CH:10]=2)[N:5]=[CH:4][CH:3]=1.[N+:13]([C:16]1[CH:21]=[CH:20][CH:19]=[CH:18][C:17]=1[S:22](Cl)(=[O:24])=[O:23])([O-:15])=[O:14].N1C=CC=CC=1>CN(C1C=CN=CC=1)C.C(Cl)Cl>[Cl:1][C:2]1[C:11]2[C:6](=[C:7]([NH:12][S:22]([C:17]3[CH:18]=[CH:19][CH:20]=[CH:21][C:16]=3[N+:13]([O-:15])=[O:14])(=[O:23])=[O:24])[CH:8]=[CH:9][CH:10]=2)[N:5]=[CH:4][CH:3]=1. Reported procedure: In a similar fashion using route 14 general procedure 27, 4-chloro-quinolin-8-ylamine (Intermediate 464) (1.5 g, 8.43 mmol), 2-nitrobenzene-1-sulfonyl chloride (2.43 g, 11.0 mmol), DMAP (cat), pyridine (2 ml, 25.28 mmol) in DCM (70 ml) for 3 h at room temperature gave the title compound (2.3 g, 74%) after purification by column chromatography with DCM as the eluent. Starting materials: ClC1=CC=NC2=C(C=CC=C12)N (4-chloro-quinolin-8-ylamine), N1=CC=CC=C1 (pyridine), ClC1=CC=NC2=C(C=CC=C12)N (4-chloro-quinolin-8-ylamine), [N+](=O)([O-])C1=C(C=CC=C1)S(=O)(=O)Cl (2-nitrobenzene-1-sulfonyl chloride). The yield is 75.0%. The reactants are N(=O)OCCCC (n-Butyl nitrite), C(C1=CC=CC=C1)(=O)O[C@H]1[C@@H](O[C@@H]([C@H]1OC(C1=CC=CC=C1)=O)C(=O)NCC)N1C2=NC(=NC(=C2N=C1)Cl)N ((2R,3R,4S,5S)-2-(2-amino-6-chloro-9H-purin-9-yl)-4-(benzoyloxy)-5-[(ethylamino)carbonyl]-tetrahydro-3-furanyl benzoate), II (iodine), ICI (diiodomethane). The reagents and catalysts are [Cu]I (copper(1) iodide). The solvent is C1CCOC1 (THF). The product is C(C1=CC=CC=C1)(=O)OC1C(OC(C1OC(C1=CC=CC=C1)=O)C(=O)NCC)N1C2=NC(=NC(=C2N=C1)Cl)I (4-(Benzoyloxy)-2-(6-chloro-2-iodo-9H-purin-9-yl)-5-[(ethylamino)carbonyl]-tetrahydro-3-furanyl benzoate). Yield: 77.6%. RXN SMILES: N(OCCCC)=O.[C:8]([O:16][C@@H:17]1[C@H:21]([O:22][C:23](=[O:30])[C:24]2[CH:29]=[CH:28][CH:27]=[CH:26][CH:25]=2)[C@@H:20]([C:31]([NH:33][CH2:34][CH3:35])=[O:32])[O:19][C@H:18]1[N:36]1[CH:44]=[N:43][C:42]2[C:37]1=[N:38][C:39](N)=[N:40][C:41]=2[Cl:45])(=[O:15])[C:9]1[CH:14]=[CH:13][CH:12]=[CH:11][CH:10]=1.II.[I:49]CI>C1COCC1.[Cu]I>[C:8]([O:16][CH:17]1[CH:21]([O:22][C:23](=[O:30])[C:24]2[CH:29]=[CH:28][CH:27]=[CH:26][CH:25]=2)[CH:20]([C:31]([NH:33][CH2:34][CH3:35])=[O:32])[O:19][CH:18]1[N:36]1[CH:44]=[N:43][C:42]2[C:37]1=[N:38][C:39]([I:49])=[N:40][C:41]=2[Cl:45])(=[O:15])[C:9]1[CH:14]=[CH:13][CH:12]=[CH:11][CH:10]=1. Procedure details: n-Butyl nitrite (4.65 ml, 39.7 mmol) was added to a suspension of (2R,3R,4S,5S)-2-(2-amino-6-chloro-9H-purin-9-yl)-4-(benzoyloxy)-5-[(ethylamino)carbonyl]-tetrahydro-3-furanyl benzoate (Preparation 46) (8.10 g, 14.7 mmol), iodine (3.73 g, 14.7 mmol), copper(1) iodide (6.16 g, 32.3 mmol) and diiodomethane (12.55 ml, 155.8 mmol) in THF (100 ml) and the mixture was heated under reflux for 2.5 hours. The solution was allowed to cool to room temperature and the solvent was removed under reduced press... The reactants are CCOC(C)=O, Cn1c(=O)c2c(ncn2CCCCl)n(C)c1=O, Cl, O=C(c1ccc(F)cc1)C1CCNCC1. Yields the product Cn1c(=O)c2c(ncn2CCCN2CCC(C(=O)c3ccc(F)cc3)CC2)n(C)c1=O. As a reaction SMILES: [CH3:34][CH2:35][O:36][C:37](=[O:38])[CH3:39].[Cl:16][CH2:17][CH2:18][CH2:19][n:20]1[cH:21][n:22][c:23]2[n:24]([CH3:32])[c:25](=[O:31])[n:26]([CH3:27])[c:28](=[O:30])[c:29]12.[ClH:33].[F:1][c:2]1[cH:3][cH:4][c:5]([C:6](=[O:7])[CH:8]2[CH2:9][CH2:10][NH:11][CH2:12][CH2:13]2)[cH:14][cH:15]1>>[F:1][c:2]1[cH:3][cH:4][c:5]([C:6](=[O:7])[CH:8]2[CH2:9][CH2:10][N:11]([CH2:17][CH2:18][CH2:19][n:20]3[cH:21][n:22][c:23]4[n:24]([CH3:32])[c:25](=[O:31])[n:26]([CH3:27])[c:28](=[O:30])[c:29]34)[CH2:12][CH2:13]2)[cH:14][cH:15]1. Reactants: resultant mixture, ClC=1C=CC(=C(N)C1)[N+](=O)[O-] (5-chloro-2-nitroaniline), CNCCO (2-Methylamino-ethanol), C([O-])([O-])=O.[K+].[K+] (potassium carbonate), O (water). Run in CN(C(C)=O)C (N,N-dimethylacetamide). Run at temperature 125 celsius, time 1 day. Product: NC=1C=C(C=CC1[N+](=O)[O-])N(CCO)C (2-[(3-Amino-4-nitro-phenyl)-methyl-amino]-ethanol). Yield: 88.2%. As a reaction SMILES: Cl[C:2]1[CH:3]=[CH:4][C:5]([N+:9]([O-:11])=[O:10])=[C:6]([CH:8]=1)[NH2:7].[CH3:12][NH:13][CH2:14][CH2:15][OH:16].C(=O)([O-])[O-].[K+].[K+].O>CN(C)C(=O)C>[NH2:7][C:6]1[CH:8]=[C:2]([N:13]([CH3:12])[CH2:14][CH2:15][OH:16])[CH:3]=[CH:4][C:5]=1[N+:9]([O-:11])=[O:10] |f:2.3.4|. Procedure: A mixture of 5-chloro-2-nitroaniline (5 g, 29 mmol), 2-Methylamino-ethanol (7 mL, 87 mmol) and anhydrous potassium carbonate (5.3 g, 38 mmol) in N,N-dimethylacetamide (10 ml) were stirred at 125° C. under nitrogen for 1 day. Sample NMR analysis showed complete conversion of the starting material. The resultant mixture was then cooled to room temperature, poured onto cold water (30 mL), stirred vigorously and incubated at 4° C. overnight. The resulting yellow precipitate was collected by filtrati... The reactants are CN1C(=NC=C1[N+](=O)[O-])C=O (1-methyl-5-nitroimidazole-2-carboxaldehyde), C(C)C=1SC(=NN1)CC (2,5-diethyl-1,3,4thiadiazole). Reagents/catalysts: [Cl-].[Zn+2].[Cl-] (zinc chloride). Run in C(C)(=O)O (acetic acid), C(C)(=O)OC(C)=O (acetic anhydride), C(C)(=O)O (acetic acid), C(C)(=O)OC(C)=O (acetic anhydride). Product: C(C)C=1SC(=NN1)C(=CC=1N(C(=CN1)[N+](=O)[O-])C)C (2-ethyl-5-[1-methyl-2-(1-methyl-5-nitroimidazol-2-yl)-vinyl]-1,3,4-thiadiazole). Yield: 34.6%. Reaction SMILES: [CH3:1][N:2]1[C:6]([N+:7]([O-:9])=[O:8])=[CH:5][N:4]=[C:3]1[CH:10]=O.[CH2:12]([C:14]1[S:15][C:16]([CH2:19][CH3:20])=[N:17][N:18]=1)[CH3:13]>C(O)(=O)C.C(OC(=O)C)(=O)C.[Cl-].[Zn+2].[Cl-]>[CH2:12]([C:14]1[S:15][C:16]([C:19]([CH3:20])=[CH:10][C:3]2[N:2]([CH3:1])[C:6]([N+:7]([O-:9])=[O:8])=[CH:5][N:4]=2)=[N:17][N:18]=1)[CH3:13] |f:4.5.6|. Procedure details: 4.65 g of 1-methyl-5-nitroimidazole-2-carboxaldehyde, which has been dissolved in 80 ml of acetic acid and 35 ml of acetic anhydride, is dripped into 17.1 g of 2,5-diethyl-1,3,4thiadiazole, which has been dissolved in a mixture of 60 ml of acetic acid, 25 ml of acetic anhydride and 0.5 g of zinc chloride, over a period of 5 hours at reflux temperature. After being heated for a further 24 hours at reflux temperature the reaction mixture is concentrated by removing the solvent and water is added. ... The reactants are CCO, CCO, Cc1ccccc1, Cl, COc1ccc(C(=O)Cc2ccccc2)cc1F, [K+], NO, [OH-], O, O. Product: COc1ccc(C(Cc2ccccc2)=NO)cc1F. As a reaction SMILES: [CH2:36]([OH:37])[CH3:38].[CH3:25][CH2:26][OH:27].[CH3:28][c:29]1[cH:30][cH:31][cH:32][cH:33][cH:34]1.[ClH:1].[F:6][c:7]1[cH:8][c:9]([C:15]([CH2:16][c:17]2[cH:18][cH:19][cH:20][cH:21][cH:22]2)=[O:23])[cH:10][cH:11][c:12]1[O:13][CH3:14].[K+:5].[NH2:2][OH:3].[OH-:4].[OH2:24].[OH2:35]>>[N:2]([OH:3])=[C:15]([c:9]1[cH:8][c:7]([F:6])[c:12]([O:13][CH3:14])[cH:11][cH:10]1)[CH2:16][c:17]1[cH:18][cH:19][cH:20][cH:21][cH:22]1. The reactants are [Si](C)(C)(C(C)(C)C)OCC(C1=CC=C(C=C1)C(C)(C)C)OC1OCCCC1 (1-tert-butyldimethylsilyloxy-2-tetrahydropyranyloxy-2-(4-tertbutylphenyl) ethane), [F-].C(CCC)[N+](CCCC)(CCCC)CCCC (tetrabutylammonium fluoride). The solvent is O (water). Yields the product OCC(C1=CC=C(C=C1)C(C)(C)C)OC1OCCCC1 (1-hydroxy-2-tetrahydropyranyloxy-2-(4-tert-butylphenyl)ethane). As a reaction SMILES: [Si]([O:8][CH2:9][CH:10]([O:21][CH:22]1[CH2:27][CH2:26][CH2:25][CH2:24][O:23]1)[C:11]1[CH:16]=[CH:15][C:14]([C:17]([CH3:20])([CH3:19])[CH3:18])=[CH:13][CH:12]=1)(C(C)(C)C)(C)C.[F-].C([N+](CCCC)(CCCC)CCCC)CCC>O>[OH:8][CH2:9][CH:10]([O:21][CH:22]1[CH2:27][CH2:26][CH2:25][CH2:24][O:23]1)[C:11]1[CH:12]=[CH:13][C:14]([C:17]([CH3:20])([CH3:19])[CH3:18])=[CH:15][CH:16]=1 |f:1.2|. Procedure details: To 1-tert-butyldimethylsilyloxy-2-tetrahydropyranyloxy-2-(4-tertbutylphenyl) ethane (0.4 g, 1.01 mmol) is added tetrabutylammonium fluoride solution (1M TBAF in THF, 5 ml, 5.0 mmol). The solution is stirred for 2 hours after which water is added to the reaction and this is extracted in ethyl acetate. The organic layer is then washed with water, dried and concentrated. The residue obtained is purified by flash chromatography (silica gel; ethyl acetate/hexanes).